This data is from the Open Reaction Database (ORD), a public repository of structured organic reaction records. The task is: describe an organic reaction: reactants, conditions, products, and yield Reactants: BrC=1C=C(C(=O)NC(C)C=2C=NC(=C(C2)Cl)OCC(F)(F)F)C=C(N1)C (2-bromo-N-(1-(5-chloro-6-(2,2,2-trifluoroethoxy)pyridin-3-yl)ethyl)-6-methylisonicotinamide), O1C(=NC=C1)N (oxazol-2-amine). Product: ClC=1C=C(C=NC1OCC(F)(F)F)C(C)NC(C1=CC(=NC(=C1)NC=1OC=CN1)C)=O (N-(1-(5-chloro-6-(2,2,2-trifluoroethoxy)pyridin-3-yl)ethyl)-2-methyl-6-(oxazol-2-ylamino)isonicotinamide). Reaction SMILES: Br[C:2]1[CH:3]=[C:4]([CH:23]=[C:24]([CH3:26])[N:25]=1)[C:5]([NH:7][CH:8]([C:10]1[CH:11]=[N:12][C:13]([O:17][CH2:18][C:19]([F:22])([F:21])[F:20])=[C:14]([Cl:16])[CH:15]=1)[CH3:9])=[O:6].[O:27]1[CH:31]=[CH:30][N:29]=[C:28]1[NH2:32]>>[Cl:16][C:14]1[CH:15]=[C:10]([CH:8]([NH:7][C:5](=[O:6])[C:4]2[CH:3]=[C:2]([NH:32][C:28]3[O:27][CH:31]=[CH:30][N:29]=3)[N:25]=[C:24]([CH3:26])[CH:23]=2)[CH3:9])[CH:11]=[N:12][C:13]=1[O:17][CH2:18][C:19]([F:22])([F:21])[F:20]. Procedure details: The title compound is prepared from 2-bromo-N-(1-(5-chloro-6-(2,2,2-trifluoroethoxy)pyridin-3-yl)ethyl)-6-methylisonicotinamide (25 mg, 0.06 mmol, Step-1, single enantiomer) and oxazol-2-amine (16 mg, 0.19 mmol) according to the procedure similar to that described in Step-4 of Example 445. The reactants are Cl (hydrochloric acid), C1(CCCC2=CC=CC=C12)=O (1-tetralone), C(C=1C(O)=CC=CC1)=O (salicylaldehyde), CC(C)([O-])C.[K+] (potassium t-butoxide). Run in C(C)(C)(C)O (t-butanol). The product is OC1=C(C=CC=C1)CC1=C(C2=CC=CC=C2C=C1)O (2-(2-Hydroxyphenylmethyl)-1-naphthol). The yield is 52.3%. Reaction SMILES: [C:1]1(=[O:11])[C:10]2[C:5](=[CH:6][CH:7]=[CH:8][CH:9]=2)[CH2:4][CH2:3][CH2:2]1.[CH:12](=O)[C:13]1[C:14](=[CH:16][CH:17]=[CH:18][CH:19]=1)[OH:15].CC(C)([O-])C.[K+].Cl>C(O)(C)(C)C>[OH:15][C:14]1[CH:16]=[CH:17][CH:18]=[CH:19][C:13]=1[CH2:12][C:2]1[CH:3]=[CH:4][C:5]2[C:10](=[CH:9][CH:8]=[CH:7][CH:6]=2)[C:1]=1[OH:11] |f:2.3|. Procedure details: A solution of 1-tetralone (5.85 g, 0.040 mole) and salicylaldehyde (4.88 g, 0.040 mole) in t-butanol (400 mL) was treated with potassium t-butoxide (17.6 g 0.160 mole) and heated at reflux for 16 hours. After cooling to room temperature, the solution was poured into stirred 1.0N hydrochloric acid. After isolation by extraction with ethyl acetate, the crude product was chromatographed with 4:1 petroleum ether/ether, to provide a tan solid. This was recrystallized (cyclohexane/chloroform) to give ... Starting materials: C1=2C(=O)OC(NC1=CC=CC2)=O (isatoic anhydride), ClC1=CC=C(C=C1)C(C)N (1-(4-chloro-phenyl)-ethylamine), C(C)(C)N(CC)C(C)C (diisopropyl ethyl amine). Solvent: CCOC(=O)C (EtOAc), C(Cl)Cl (CH2Cl2). Reaction conditions: time 16 hour. Product: NC1=C(C(=O)NC(C)C2=CC=C(C=C2)Cl)C=CC=C1 (2-amino-N-[1-(4-chloro-phenyl)-ethyl]-benzamide). Isolated yield 13.6%. As a reaction SMILES: [C:1]12[C:7](=[CH:8][CH:9]=[CH:10][CH:11]=1)[NH:6]C(=O)[O:4][C:2]2=O.[Cl:13][C:14]1[CH:19]=[CH:18][C:17]([CH:20]([NH2:22])[CH3:21])=[CH:16][CH:15]=1.C(N(C(C)C)CC)(C)C>C(Cl)Cl.CCOC(C)=O>[NH2:6][C:7]1[CH:8]=[CH:9][CH:10]=[CH:11][C:1]=1[C:2]([NH:22][CH:20]([C:17]1[CH:18]=[CH:19][C:14]([Cl:13])=[CH:15][CH:16]=1)[CH3:21])=[O:4]. Procedure: To a mixture of isatoic anhydride (500 mg, 3.07 mmol) and 1-(4-chloro-phenyl)-ethylamine (530 mg, 3.68 mmol) in CH2Cl2 (20 mL) is added diisopropyl ethyl amine (1.2 mL, 6.89 mmol). The mixture is stirred at room temperature for 16 hours. The reaction mixture is diluted with EtOAc (100 mL) and is washed with H2O (50 mL×3). The organic layer is dried over sodium sulfate, concentrated and the resulting residue is purified by flash chromatography with 25% EtOAc in Hexane as the eluent to afford the ... Procedure details: In a 1 liter round-bottomed flask, at room temperature, were successively added CH2Cl2 (400 ml), BHT (100 mg) and a 1 M solution of EtAlCl2 in hexanes (80 ml; 0.08 mol). 2,5,6-trimethylcyclohex-2-en-1-one (55.2 g, 0.4 mol, 3:2 mixture of two isomers) was added dropwise, while maintaining the internal temperature below 30° C. Then butadiene (43.2 g, 0.8 mol) was added in one portion. The reaction was stirred at room temperature for 15 days. The reaction was then poured onto cold 5% aqueous HCl an... Reaction conditions: time 15 day. The reactants are C=CC=C (butadiene), solution, CC=1C(C(C(CC1)C)C)=O (2,5,6-trimethylcyclohex-2-en-1-one), C(C)[Al](Cl)Cl (EtAlCl2), hexanes, Cl (HCl). The product is CC1C(C2(CC=CCC2CC1C)C)=O (2,3,8a-trimethyl-3,4,4a,5,8,8a-hexahydro-1(2H)-naphthalenone). As a reaction SMILES: [CH2:1]([Al](Cl)Cl)[CH3:2].[CH3:6][C:7]1[C:8](=[O:15])[CH:9]([CH3:14])[CH:10]([CH3:13])[CH2:11][CH:12]=1.[CH2:16]=[CH:17]C=C.Cl>C(Cl)Cl>[CH3:14][CH:9]1[CH:10]([CH3:13])[CH2:11][CH:12]2[C:1]([CH3:2])([CH2:16][CH:17]=[CH:6][CH2:7]2)[C:8]1=[O:15]. The solvent is C(Cl)Cl (CH2Cl2). Starting materials: BrCCCCC1(SC2=C(N(C1=O)C)C=CC=C2)C2=CC(=C(C=C2)OC)OC (2-(4-bromobutyl)-3,4-dihydro-2-(3,4-dimethoxyphenyl)-4-methyl-3-oxo-2H-1,4-benzothiazine), C([O-])([O-])=O.[Na+].[Na+] (sodium carbonate), CNCCC1=CC(=C(C(=C1)OC)OC)OC (N-methyl-3,4,5-trimethoxyphenethylamine), Cl (hydrochloric acid). The solvent is CN(C=O)C (dimethylformamide), C(Cl)(Cl)Cl (chloroform). Reaction conditions: time 1 hour. Yields the product C(C(=O)O)(=O)O.COC=1C=C(C=CC1OC)C1(SC2=C(N(C1=O)C)C=CC=C2)CCCCN(C)CCC2=CC(=C(C(=C2)OC)OC)OC (3,4-Dihydro-2-(3,4-dimethoxyphenyl)-4-methyl-2-[4-(N-methyl-3,4,5-trimethoxyphenethylamino)butyl]-3-oxo-2H-1,4-benzothiazine oxalate). Yield: 131.5%. Reaction SMILES: Br[CH2:2][CH2:3][CH2:4][CH2:5][C:6]1([C:18]2[CH:23]=[CH:22][C:21]([O:24][CH3:25])=[C:20]([O:26][CH3:27])[CH:19]=2)[C:11](=[O:12])[N:10]([CH3:13])[C:9]2[CH:14]=[CH:15][CH:16]=[CH:17][C:8]=2[S:7]1.[C:28](=[O:31])([O-:30])[O-].[Na+].[Na+].[CH3:34][NH:35][CH2:36][CH2:37][C:38]1[CH:43]=[C:42]([O:44][CH3:45])[C:41]([O:46][CH3:47])=[C:40]([O:48][CH3:49])[CH:39]=1.Cl>CN(C)C=O.C(Cl)(Cl)Cl>[C:27]([OH:26])(=[O:44])[C:28]([OH:30])=[O:31].[CH3:27][O:26][C:20]1[CH:19]=[C:18]([C:6]2([CH2:5][CH2:4][CH2:3][CH2:2][N:35]([CH2:36][CH2:37][C:38]3[CH:39]=[C:40]([O:48][CH3:49])[C:41]([O:46][CH3:47])=[C:42]([O:44][CH3:45])[CH:43]=3)[CH3:34])[C:11](=[O:12])[N:10]([CH3:13])[C:9]3[CH:14]=[CH:15][CH:16]=[CH:17][C:8]=3[S:7]2)[CH:23]=[CH:22][C:21]=1[O:24][CH3:25] |f:1.2.3,8.9|. Reported procedure: To a stirred solution of 2-(4-bromobutyl)-3,4-dihydro-2-(3,4-dimethoxyphenyl)-4-methyl-3-oxo-2H-1,4-benzothiazine (1.5 g, compound No. 32) in dimethylformamide (20 ml), sodium carbonate (0.7 g) and N-methyl-3,4,5-trimethoxyphenethylamine (1.1 g) are added, and the mixture is stirred for 1 hour at 80°-90° C. The mixture is poured into a mixture of chloroform and 1N hydrochloric acid, and the organic layer is concentrated in vacuo. The residue is treated by the similar method as in Example 24 to g... Reactants: C(C)C1C2=C(N(C(C3=C1N=CC=C3)=O)C)C=CC(=N2)OS(=O)(=O)C(F)(F)F (5,11-dihydro-11-ethyl-2-trifluoromethanesulfonyloxy-5-methyl-dipyrido[3,2-b:2',3'-e]azepine-6-one), C(CCC)[Sn](C=1C=NNC1)(CCCC)CCCC (4-tributylstannylpyrazole), [Cl-].[Li+] (lithium chloride). Conditions: temperature 120 celsius. Reaction SMILES: [CH2:1]([CH:3]1[C:9]2[N:10]=[CH:11][CH:12]=[CH:13][C:8]=2[C:7](=[O:14])[N:6]([CH3:15])[C:5]2[CH:16]=[CH:17][C:18](OS(C(F)(F)F)(=O)=O)=[N:19][C:4]1=2)[CH3:2].C([Sn](CCCC)(CCCC)[C:33]1[CH:34]=[N:35][NH:36][CH:37]=1)CCC.[Cl-].[Li+]>CN(C)C=O.C(OCC)(=O)C.Cl[Pd](Cl)([P](C1C=CC=CC=1)(C1C=CC=CC=1)C1C=CC=CC=1)[P](C1C=CC=CC=1)(C1C=CC=CC=1)C1C=CC=CC=1>[CH2:1]([CH:3]1[C:9]2[N:10]=[CH:11][CH:12]=[CH:13][C:8]=2[C:7](=[O:14])[N:6]([CH3:15])[C:5]2[CH:16]=[CH:17][C:18]([C:33]3[CH:34]=[N:35][NH:36][CH:37]=3)=[N:19][C:4]1=2)[CH3:2] |f:2.3,^1:61,80|. Reagents/catalysts: Cl[Pd]([P](C1=CC=CC=C1)(C2=CC=CC=C2)C3=CC=CC=C3)([P](C4=CC=CC=C4)(C5=CC=CC=C5)C6=CC=CC=C6)Cl (Pd(Ph3P)2Cl2). Yield: 15.0%. The solvent is C(C)(=O)OCC (ethyl acetate), CN(C=O)C (dimethylformamide). Product: C(C)C1C2=C(N(C(C3=C1N=CC=C3)=O)C)C=CC(=N2)C=2C=NNC2 (5,11-dihydro-11-ethyl-2-(4-pyrazolyl)-5-methyl-dipyrido[3,2-b:2',3'-e]azepine-6-one). Reported procedure: A mixture of 5,11-dihydro-11-ethyl-2-trifluoromethanesulfonyloxy-5-methyl-dipyrido[3,2-b:2',3'-e]azepine-6-one (0.084 g), 4-tributylstannylpyrazole (0.096 g), lithium chloride (0.052 g) and Pd(Ph3P)2Cl2 (0.009 g) in dimethylformamide (1 mL) was heated at 120° C. in a sealed tube 16 hours. The mixture was diluted with ethyl acetate, washed with water, dried, filtered and evaporated. Chromatography of the residue over silica gel (ethyl acetate/hexane) gave 5,11-dihydro-11-ethyl-2-(4-pyrazolyl)-5-m... Starting materials: Cc1cc(Cl)c(N)cc1Br, Cl, F[B-](F)(F)F, [H+], O=N[O-], [Na+], O. The product is Cc1cc(Cl)c(F)cc1Br. As a reaction SMILES: [Br:1][c:2]1[c:3]([CH3:10])[cH:4][c:5]([Cl:9])[c:6]([NH2:8])[cH:7]1.[ClH:11].[F:16][B-:17]([F:18])([F:19])[F:20].[H+:21].[N:12]([O-:13])=[O:14].[Na+:15].[OH2:22]>>[Br:1][c:2]1[c:3]([CH3:10])[cH:4][c:5]([Cl:9])[c:6]([F:16])[cH:7]1.